From a dataset of the Open Reaction Database (ORD), a public repository of structured organic reaction records. describe an organic reaction: reactants, conditions, products, and yield The reactants are [Cl-].ClC[P+](C1=CC=CC=C1)(C1=CC=CC=C1)C1=CC=CC=C1 ((chloromethyl)-triphenylphosphonium chloride), COC=1C=C(C=O)C=C(C1OC)OC (3,4,5-trimethoxybenzaldehyde), C(CCC)[Li] (n-butyllithium). The solvent is CS(=O)C (dimethylsulfoxide), O1CCCC1 (tetrahydrofuran), O1CCCC1 (tetrahydrofuran). Conditions: temperature 0 celsius, time 30 minute. The product is petroleum ether ether, ClC=CC=1C=C(C(=C(C1)OC)OC)OC (5-(2'-Chlorovinyl)-1,2,3-trimethoxy-benzene). Isolated yield 72.6%. As a reaction SMILES: [Cl-].[Cl:2][CH2:3][P+](C1C=CC=CC=1)(C1C=CC=CC=1)C1C=CC=CC=1.C([Li])CCC.[CH3:28][O:29][C:30]1[CH:31]=[C:32]([CH:35]=[C:36]([O:40][CH3:41])[C:37]=1[O:38][CH3:39])[CH:33]=O>CS(C)=O.O1CCCC1>[Cl:2][CH:3]=[CH:33][C:32]1[CH:35]=[C:36]([O:40][CH3:41])[C:37]([O:38][CH3:39])=[C:30]([O:29][CH3:28])[CH:31]=1 |f:0.1|. Reported procedure: To a suspension of 11.94 g of (chloromethyl)-triphenylphosphonium chloride in 85 ml of absolute dimethylsulfoxide and 170 ml of absolute tetrahydrofuran were added dropwise at 0° C., while stirring in an atmosphere of dry nitrogen, 21.5 ml of n-butyllithium solution. After stirring for 30 minutes a solution of 5.48 g of 3,4,5-trimethoxybenzaldehyde in 20 ml of absolute tetrahydrofuran was added dropwise. The mixture was stirred for 30 minutes at 0° C. and then allowed to warm to room temperature... Reactants: B, COC(=O)c1ccc(CC2(C(=O)O)CCCC2)cc1OC, CC(C)=O, CCOC(C)=O, C1CCOC1, O. Product: COC(=O)c1ccc(CC2(CO)CCCC2)cc1OC. RXN SMILES: [BH3:38].[CH3:1][O:2][c:3]1[cH:4][c:5]([CH2:6][C:7]2([C:12](=[O:13])[OH:14])[CH2:8][CH2:9][CH2:10][CH2:11]2)[cH:15][cH:16][c:17]1[C:18](=[O:19])[O:20][CH3:21].[CH3:22][C:23](=[O:24])[CH3:25].[CH3:27][CH2:28][O:29][C:30](=[O:31])[CH3:32].[O:33]1[CH2:34][CH2:35][CH2:36][CH2:37]1.[OH2:26]>>[CH3:1][O:2][c:3]1[cH:4][c:5]([CH2:6][C:7]2([CH2:12][OH:13])[CH2:8][CH2:9][CH2:10][CH2:11]2)[cH:15][cH:16][c:17]1[C:18](=[O:19])[O:20][CH3:21]. Reaction SMILES: [C-:14]#[N:15].[CH3:17][S:18]([CH3:19])=[O:20].[Cl:1][CH2:2][c:3]1[cH:4][c:5]2[c:6]([cH:12][cH:13]1)[O:7][C:8]([F:10])([F:11])[O:9]2.[Na+:16]>>[CH2:2]([c:3]1[cH:4][c:5]2[c:6]([cH:12][cH:13]1)[O:7][C:8]([F:10])([F:11])[O:9]2)[C:14]#[N:15]. Reactants: [C-]#N, CS(C)=O, FC1(F)Oc2ccc(CCl)cc2O1, [Na+]. The product is N#CCc1ccc2c(c1)OC(F)(F)O2. The reactants are CN1C=NC=C1C=O (1-methylimidazole-5-carboxaldehyde), N1C=CC=C1 (pyrrole). Run in C(CC)(=O)O (propionic acid). Run at time 60 hour. The product is CN1C=NC=C1C=1C2=CC=C(N2)C(=C2C=CC(C(=C3C=CC(=C(C=4C=CC1N4)C4=CN=CN4C)N3)C3=CN=CN3C)=N2)C2=CN=CN2C (5,10,15,20-Tetrakis(1-methylimidazol-5-yl)porphyrin). The yield is 21.0%. RXN SMILES: [CH3:1][N:2]1[C:6]([CH:7]=O)=[CH:5][N:4]=[CH:3]1.[NH:9]1[CH:13]=[CH:12][CH:11]=[CH:10]1>C(O)(=O)CC>[CH3:1][N:2]1[C:6]([C:7]2[C:13]3[NH:9][C:10]([C:7]([C:6]4[N:2]([CH3:1])[CH:3]=[N:4][CH:5]=4)=[C:10]4[N:9]=[C:13]([C:7]([C:6]5[N:2]([CH3:1])[CH:3]=[N:4][CH:5]=5)=[C:10]5[NH:9][C:13](=[C:7]([C:6]6[N:2]([CH3:1])[CH:3]=[N:4][CH:5]=6)[C:10]6[CH:11]=[CH:12][C:13]=2[N:9]=6)[CH:12]=[CH:11]5)[CH:12]=[CH:11]4)=[CH:11][CH:12]=3)=[CH:5][N:4]=[CH:3]1. Procedure details: To a refluxing solution of propionic acid (400 mL) and 1-methylimidazole-5-carboxaldehyde (53, 2.0 g, 18.16 mmol), prepared according to literature procedure (Dener, J. M.; Zhang, L-H.; Rapoport, H. J. Org. Chem. 1993, 58, 1159–1166), was added pyrrole (1.26 mL, 18.16 mmol). The reaction was covered with foil then heated under reflux for 5 h. Upon cooling, the reaction mixture was exposed to air for 60 h. The propionic acid was then removed by vacuum distillation. The residue was dissolved in 10... Reactants: C(=O)([O-])[O-].[Cs+].[Cs+] (Cs2CO3), ClC=1C2=C(N=CN1)NC=C2 (4-Chloro-7H-pyrrolo[2,3-d]pyrimidine), IC(C)C (2-Iodopropane). The solvent is CN(C)C=O (DMF). Run at time 30 minute. Product: ClC=1C2=C(N=CN1)N(C=C2)C(C)C (4-Chloro-7-isopropyl-7H-pyrrolo[2,3-d]pyrimidine). The yield is 98.9%. As a reaction SMILES: C([O-])([O-])=O.[Cs+].[Cs+].[Cl:7][C:8]1[C:9]2[CH:16]=[CH:15][NH:14][C:10]=2[N:11]=[CH:12][N:13]=1.I[CH:18]([CH3:20])[CH3:19]>CN(C=O)C>[Cl:7][C:8]1[C:9]2[CH:16]=[CH:15][N:14]([CH:18]([CH3:20])[CH3:19])[C:10]=2[N:11]=[CH:12][N:13]=1 |f:0.1.2|. Reported procedure: Cs2CO3 (382 g, 1.2 mol) was added to a solution of 4-Chloro-7H-pyrrolo[2,3-d]pyrimidine (120 g, 0.78 mol) in DMF (1.0 L) at room temperature. The resulting mixture was stirred for 30 min. 2-Iodopropane (267 g, 1.6 mol) was added and the reaction and stirred for 5 h at room temperature. The reaction mixture was filtered and the solid was washed with EtOAc (3×500 mL). The combined filtrates were washed with water (3×500 mL) and brine (3×250 mL), dried (Na2SO4), filtered, and concentrated in vacuo ... Reactants: CC(=O)O, O=[N+]([O-])c1cc(Cl)cc2cccnc12, [Fe], O. Product: Nc1cc(Cl)cc2cccnc12. As a reaction SMILES: [C:17]([OH:18])(=[O:19])[CH3:20].[Cl:1][c:2]1[cH:3][c:4]2[cH:5][cH:6][cH:7][n:8][c:9]2[c:10]([N+:12]([O-:13])=[O:14])[cH:11]1.[Fe:15].[OH2:16]>>[Cl:1][c:2]1[cH:3][c:4]2[cH:5][cH:6][cH:7][n:8][c:9]2[c:10]([NH2:12])[cH:11]1.